Dataset: the Open Reaction Database (ORD), a public repository of structured organic reaction records. Task: describe an organic reaction: reactants, conditions, products, and yield The reactants are CN(C)C=O, O=C(Cl)C(=O)Cl, ClCCl, O=C(O)c1cccc(I)c1, N. Product: NC(=O)c1cccc(I)c1. RXN SMILES: [CH3:17][N:18]([CH3:19])[CH:20]=[O:21].[Cl:11][C:12]([C:13]([Cl:14])=[O:15])=[O:16].[Cl:23][CH2:24][Cl:25].[I:1][c:2]1[cH:3][c:4]([C:5](=[O:6])[OH:7])[cH:8][cH:9][cH:10]1.[NH3:22]>>[I:1][c:2]1[cH:3][c:4]([C:5](=[O:6])[NH2:18])[cH:8][cH:9][cH:10]1. Starting materials: [H-].[Na+] (NaH), C(C)C1=C(C(=CC=C1)CC)C1=CC(=C(C=N1)C(O)C1=CC=CC=C1)OC ([6-(2,6-diethyl-phenyl)-4-methoxy-pyridin-3-yl]-phenyl-methanol), [NH4+].[Cl-] (NH4Cl), ICC (iodoethane). Run in CCCCCC (hexane). Reaction conditions: time 15 minute. The product is C(C)C1=C(C(=CC=C1)CC)C1=NC=C(C(=C1)OC)C(C1=CC=CC=C1)OCC (2-(2,6-diethyl-phenyl)-5-(ethoxy-phenyl-methyl)-4-methoxy-pyridine). As a reaction SMILES: [H-].[Na+].[CH2:3]([C:5]1[CH:10]=[CH:9][CH:8]=[C:7]([CH2:11][CH3:12])[C:6]=1[C:13]1[N:18]=[CH:17][C:16]([CH:19]([C:21]2[CH:26]=[CH:25][CH:24]=[CH:23][CH:22]=2)[OH:20])=[C:15]([O:27][CH3:28])[CH:14]=1)[CH3:4].I[CH2:30][CH3:31].[NH4+].[Cl-]>CCCCCC>[CH2:11]([C:7]1[CH:8]=[CH:9][CH:10]=[C:5]([CH2:3][CH3:4])[C:6]=1[C:13]1[CH:14]=[C:15]([O:27][CH3:28])[C:16]([CH:19]([O:20][CH2:30][CH3:31])[C:21]2[CH:22]=[CH:23][CH:24]=[CH:25][CH:26]=2)=[CH:17][N:18]=1)[CH3:12] |f:0.1,4.5|. Reported procedure: NaH (60% in mineral oil, 8 mg) is added to a solution of [6-(2,6-diethyl-phenyl)-4-methoxy-pyridin-3-yl]-phenyl-methanol (18 mg) in DIM (1 mL). The resulting mixture is stirred at room temperature for 15 minutes. The mixture is then treated with iodoethane (20 mg) and stirred at the same temperature for 1 hour. Aqueous NH4Cl solution (5 mL) and hexane (5 mL) are added to the mixture. The organic layer is separated, dried, and concentrated in vacuo. The crude product is purified by PTLC (4:1 hexa... Reactants: CCOC(C)=O, CO, O=Cc1ncn2ccsc12, COC(=O)C=P(c1ccccc1)(c1ccccc1)c1ccccc1. Yields the product COC(=O)C=Cc1ncn2ccsc12. Reaction SMILES: [CH3:35][CH2:36][O:37][C:38](=[O:39])[CH3:40].[CH3:41][OH:42].[CH:25](=[O:26])[c:27]1[n:28][cH:29][n:30]2[c:31]1[s:32][cH:33][cH:34]2.[c:1]1([P:2]([c:3]2[cH:4][cH:5][cH:6][cH:7][cH:8]2)([c:9]2[cH:10][cH:11][cH:12][cH:13][cH:14]2)=[CH:20][C:21](=[O:22])[O:23][CH3:24])[cH:15][cH:16][cH:17][cH:18][cH:19]1>>[CH:20]([C:21](=[O:22])[O:23][CH3:24])=[CH:25][c:27]1[n:28][cH:29][n:30]2[c:31]1[s:32][cH:33][cH:34]2.